This data is from the Open Reaction Database (ORD), a public repository of structured organic reaction records. The task is: describe an organic reaction: reactants, conditions, products, and yield Starting materials: ClC1=C(C(=O)OC)C=C(C=C1)F (Methyl 2-chloro-5-fluorobenzoate), [BH4-].[Na+] (NaBH4), O (Water), CO (Methanol). Run in C1CCOC1 (THF). Reaction conditions: time 1 hour. The product is ClC1=C(C=C(C=C1)F)CO ((2-chloro-5-fluorophenyl)methanol). RXN SMILES: [Cl:1][C:2]1[CH:11]=[CH:10][C:9]([F:12])=[CH:8][C:3]=1[C:4](OC)=[O:5].[BH4-].[Na+].CO.O>C1COCC1>[Cl:1][C:2]1[CH:11]=[CH:10][C:9]([F:12])=[CH:8][C:3]=1[CH2:4][OH:5] |f:1.2|. Procedure details: To a solution of methyl 2-chloro-5-fluorobenzoate (23, 35.0 g, 185.6 mmol) in dry THF (150 mL) was added NaBH4 (21.2 g, 557 mmol). Methanol (40 mL) was added dropwise at RT. After the addition, the mixture was stirred at RT for 1 h. Water (300 mL) was slowly added. The mixture was extracted with CH2Cl2 (200 mL×2). The combined extracts were washed with saturated NaHCO3 and brine, dried over MgSO4, and concentrated to give (2-chloro-5-fluorophenyl)methanol (24). Run in CO (methanol), C(C)(=O)OCC (ethyl acetate). Procedure: Treat a solution of chiral 1-cyclohexyl-3-[3,5-dichloro-4′-(2,5-diaza-bicyclo[2.2.1]heptane-2-carbonyl)-biphenyl-4-ylmethyl]-pyrrolidin-2-one (0.096 g, 0.18 mmol) in methanol (3 mL) and acetone (0.105 g, 1.81 mmol) with sodium cyanoborohydride (0.055 g, 0.88 mmol) and then acetic acid (0.057 g, 0.94 mmol). Stir the mixture for 3 hours at room temperature under a nitrogen atmosphere, dilute with ethyl acetate and wash with saturated sodium bicarbonate then water. Dry the organic layer with sodium... Yields the product C1(CCCCC1)N1C(C(CC1)CC1=C(C=C(C=C1Cl)C1=CC=C(C=C1)C(=O)N1[C@@H]2CN([C@H](C1)C2)C(C)C)Cl)=O (1-cyclohexyl-3-[3,5-dichloro-4′-((1S,4S)-5-isopropyl-2,5-diaza-bicyclo[2.2.1]heptane-2-carbonyl)-biphenyl-4-ylmethyl]-pyrrolidin-2-one). The reactants are C1(CCCCC1)N1C(C(CC1)CC1=C(C=C(C=C1Cl)C1=CC=C(C=C1)C(=O)N1C2CNC(C1)C2)Cl)=O (1-cyclohexyl-3-[3,5-dichloro-4′-(2,5-diaza-bicyclo[2.2.1]heptane-2-carbonyl)-biphenyl-4-ylmethyl]-pyrrolidin-2-one), CC(=O)C (acetone), C(#N)[BH3-].[Na+] (sodium cyanoborohydride), C(C)(=O)O (acetic acid). Yield: 69.4%. RXN SMILES: [CH:1]1([N:7]2[CH2:11][CH2:10][CH:9]([CH2:12][C:13]3[C:18]([Cl:19])=[CH:17][C:16]([C:20]4[CH:25]=[CH:24][C:23]([C:26]([N:28]5[CH2:33][CH:32]6[CH2:34][CH:29]5[CH2:30][NH:31]6)=[O:27])=[CH:22][CH:21]=4)=[CH:15][C:14]=3[Cl:35])[C:8]2=[O:36])[CH2:6][CH2:5][CH2:4][CH2:3][CH2:2]1.[CH3:37][C:38]([CH3:40])=O.C([BH3-])#N.[Na+].C(O)(=O)C>CO.C(OCC)(=O)C>[CH:1]1([N:7]2[CH2:11][CH2:10][CH:9]([CH2:12][C:13]3[C:18]([Cl:19])=[CH:17][C:16]([C:20]4[CH:25]=[CH:24][C:23]([C:26]([N:28]5[CH2:33][C@@H:32]6[CH2:34][C@H:29]5[CH2:30][N:31]6[CH:38]([CH3:40])[CH3:37])=[O:27])=[CH:22][CH:21]=4)=[CH:15][C:14]=3[Cl:35])[C:8]2=[O:36])[CH2:2][CH2:3][CH2:4][CH2:5][CH2:6]1 |f:2.3|. Run at time 3 hour.